This data is from the Open Reaction Database (ORD), a public repository of structured organic reaction records. The task is: describe an organic reaction: reactants, conditions, products, and yield The reactants are [BH3-]C#N.[Na+] (NaCNBH3), NC1=NNC2=NC=NC(=C21)NC2=CC(=CC=C2)Cl (3-amino-4-(3-chloro-phenylamino)-1 H-pyrazolo[3,4-d]pyrimidine), C1(CCCCC1)C=O (cyclo-hexanecarbaldehyde), C(C)(=O)O (acetic acid). The solvent is CN1CCN(C1=O)C.CO (DMEU methanol). Yields the product ClC=1C=C(C=CC1)NC1=C2C(=NC=N1)NN=C2N(C)C2CCCCC2 (4-(3-chloro-phenylamino)-3-(cyclohexyl-methyl-amino)-1H-pyrazolo[3,4-d]pyrimidine). As a reaction SMILES: [NH2:1][C:2]1[C:10]2[C:5](=[N:6][CH:7]=[N:8][C:9]=2[NH:11][C:12]2[CH:17]=[CH:16][CH:15]=[C:14]([Cl:18])[CH:13]=2)[NH:4][N:3]=1.[CH:19]1(C=O)[CH2:24][CH2:23][CH2:22][CH2:21][CH2:20]1.[C:27](O)(=O)C.[BH3-]C#N.[Na+]>CN1C(=O)N(C)CC1.CO>[Cl:18][C:14]1[CH:13]=[C:12]([NH:11][C:9]2[N:8]=[CH:7][N:6]=[C:5]3[NH:4][N:3]=[C:2]([N:1]([CH:19]4[CH2:24][CH2:23][CH2:22][CH2:21][CH2:20]4)[CH3:27])[C:10]=23)[CH:17]=[CH:16][CH:15]=1 |f:3.4,5.6|. Procedure details: Analogously to Example 34, 261 mg (1.00 mmol) of 3-amino-4-(3-chloro-phenylamino)-1 H-pyrazolo[3,4-d]pyrimidine (see Step 1.6), 168 mg (1.5 mmol) of cyclo-hexanecarbaldehyde and 180 mg of acetic acid are stirred in 39 ml of DMEU/methanol (1:2) and then reacted with 440 mg (7 mmol) of NaCNBH3. Stirring in DIPE yields 4-(3-chloro-phenylamino)-3-(cyclohexyl-methyl-amino)-1H-pyrazolo[3,4-d]pyrimidine; m.p. 188-190° C.; HPLC: tRet(grad20-100/20)=12.8; FAB-MS: (M+H)+=357. Starting materials: CC(=O)O[BH-](OC(C)=O)OC(C)=O, CN(C)C1(c2ccccc2)CCC(=O)CC1, CC(=O)O, NC1Cc2cccc3cccc1c23, ClCCCl, [Na+]. Yields the product CN(C)C1(c2ccccc2)CCC(NC2Cc3cccc4cccc2c34)CC1. As a reaction SMILES: [C:34]([O:35][BH-:36]([O:37][C:38](=[O:39])[CH3:40])[O:41][C:42](=[O:43])[CH3:44])(=[O:45])[CH3:46].[CH3:14][N:15]([C:16]1([c:23]2[cH:24][cH:25][cH:26][cH:27][cH:28]2)[CH2:17][CH2:18][C:19](=[O:22])[CH2:20][CH2:21]1)[CH3:29].[CH3:30][C:31](=[O:32])[OH:33].[CH:1]1([NH2:13])[CH2:2][c:3]2[cH:4][cH:5][cH:6][c:7]3[cH:8][cH:9][cH:10][c:11]1[c:12]23.[Cl:48][CH2:49][CH2:50][Cl:51].[Na+:47]>>[CH:1]1([NH:13][CH:19]2[CH2:18][CH2:17][C:16]([N:15]([CH3:14])[CH3:29])([c:23]3[cH:24][cH:25][cH:26][cH:27][cH:28]3)[CH2:21][CH2:20]2)[CH2:2][c:3]2[cH:4][cH:5][cH:6][c:7]3[cH:8][cH:9][cH:10][c:11]1[c:12]23. The reactants are C(C#C)O (propargyl alcohol), C(C)(C)(C)OC(COC1=C(C(=CC=C1)Br)C)=O ((3-bromo-2-methylphenoxy)acetic acid tert-butyl ester), [Cl-].[NH4+] (ammonium chloride). The reagents and catalysts are C=1C=CC(=CC1)[P](C=2C=CC=CC2)(C=3C=CC=CC3)[Pd]([P](C=4C=CC=CC4)(C=5C=CC=CC5)C=6C=CC=CC6)([P](C=7C=CC=CC7)(C=8C=CC=CC8)C=9C=CC=CC9)[P](C=1C=CC=CC1)(C=1C=CC=CC1)C=1C=CC=CC1 (Tetrakis(triphenylphosphine)palladium(0)). Solvent: N1CCCC1 (pyrrolidine). Conditions: temperature 77.5 celsius. The product is C(C)(C)(C)OC(COC1=C(C(=CC=C1)C#CCO)C)=O ([3-(3-hydroxyprop-1-ynyl)-2-methylphenoxy]acetic acid tert-butyl ester). The yield is 19.4%. As a reaction SMILES: [CH2:1]([OH:4])[C:2]#[CH:3].[C:5]([O:9][C:10](=[O:21])[CH2:11][O:12][C:13]1[CH:18]=[CH:17][CH:16]=[C:15](Br)[C:14]=1[CH3:20])([CH3:8])([CH3:7])[CH3:6].[Cl-].[NH4+]>N1CCCC1.C1C=CC([P]([Pd]([P](C2C=CC=CC=2)(C2C=CC=CC=2)C2C=CC=CC=2)([P](C2C=CC=CC=2)(C2C=CC=CC=2)C2C=CC=CC=2)[P](C2C=CC=CC=2)(C2C=CC=CC=2)C2C=CC=CC=2)(C2C=CC=CC=2)C2C=CC=CC=2)=CC=1>[C:5]([O:9][C:10](=[O:21])[CH2:11][O:12][C:13]1[CH:18]=[CH:17][CH:16]=[C:15]([C:3]#[C:2][CH2:1][OH:4])[C:14]=1[CH3:20])([CH3:8])([CH3:7])[CH3:6] |f:2.3,^1:32,34,53,72|. Reported procedure: Tetrakis(triphenylphosphine)palladium(0) (0.41 g, 0.35 mmol) and propargyl alcohol (0.83 mL, 14.3 mmol) were added to a solution of (3-bromo-2-methylphenoxy)acetic acid tert-butyl ester (2.13 g, 7.08 mmol) in pyrrolidine (21 mL) under an argon atmosphere at room temperature. The mixture was heated at 75-80° C. for 2.5 hours. Excess saturated ammonium chloride was added and the mixture was extracted with diethyl ether. The extract was washed with brine, dried over sodium sulfate, and concentrated... Starting materials: COc1cc(C2CC(c3ccncc3)C(C)(C)N2Cl)cc(OC)c1OC, O. Yields the product COc1cc(C2=NC(C)(C)C(c3ccncc3)C2)cc(OC)c1OC. RXN SMILES: [Cl:1][N:2]1[C:3]([CH3:25])([CH3:26])[CH:4]([c:19]2[cH:20][cH:21][n:22][cH:23][cH:24]2)[CH2:5][CH:6]1[c:7]1[cH:8][c:9]([O:17][CH3:18])[c:10]([O:15][CH3:16])[c:11]([O:13][CH3:14])[cH:12]1.[OH2:27]>>[N:2]1=[C:6]([c:7]2[cH:8][c:9]([O:17][CH3:18])[c:10]([O:15][CH3:16])[c:11]([O:13][CH3:14])[cH:12]2)[CH2:5][CH:4]([c:19]2[cH:20][cH:21][n:22][cH:23][cH:24]2)[C:3]1([CH3:25])[CH3:26]. Reactants: CC(=O)OC(CN1CCN(C(c2ccccc2)c2ccccc2)CC1)CN(C(C)=O)c1cccc2ncccc12, O=C([O-])[O-], CO, [K+], [K+], O. As a reaction SMILES: [C:1]([CH3:2])(=[O:3])[N:4]([c:5]1[c:6]2[cH:7][cH:8][cH:9][n:10][c:11]2[cH:12][cH:13][cH:14]1)[CH2:15][CH:16]([CH2:17][N:18]1[CH2:19][CH2:20][N:21]([CH:24]([c:25]2[cH:26][cH:27][cH:28][cH:29][cH:30]2)[c:31]2[cH:32][cH:33][cH:34][cH:35][cH:36]2)[CH2:22][CH2:23]1)[O:37][C:38](=[O:39])[CH3:40].[C:41](=[O:42])([O-:43])[O-:44].[CH3:47][OH:48].[K+:45].[K+:46].[OH2:49]>>[C:1]([CH3:2])(=[O:3])[N:4]([c:5]1[c:6]2[cH:7][cH:8][cH:9][n:10][c:11]2[cH:12][cH:13][cH:14]1)[CH2:15][CH:16]([CH2:17][N:18]1[CH2:19][CH2:20][N:21]([CH:24]([c:25]2[cH:26][cH:27][cH:28][cH:29][cH:30]2)[c:31]2[cH:32][cH:33][cH:34][cH:35][cH:36]2)[CH2:22][CH2:23]1)[OH:37]. Yields the product CC(=O)N(CC(O)CN1CCN(C(c2ccccc2)c2ccccc2)CC1)c1cccc2ncccc12. Reactants: [H][H] (hydrogen), C1(=CC=CC=C1)N(C1=NC=CC=C1)CCCN1C(C=2C(C1=O)=CC=CC2)=O (N-[3-(N-phenyl-N-pyrid-2-ylamino)propyl]phthalimide), [H-].[Na+] (sodium hydride), NCCNC1=NC=CC=C1 (2-(aminoethylamino)pyridine), C(C1=CC=CC=C1)Br (benzyl bromide). Solvent: CS(=O)C (DMSO), O (water). Conditions: temperature 85 celsius, time 1 hour. Product: NCCN(CC1=CC=CC=C1)C1=NC=CC=C1 (2-[N-(2-aminoethyl)-N-benzylamino]pyridine). As a reaction SMILES: C1(N(CCCN2C(=O)[C:20]3=[CH:23][CH:24]=[CH:25][CH:26]=[C:19]3[C:18]2=O)C2C=CC=CN=2)C=CC=CC=1.[H-].[Na+].[NH2:30][CH2:31][CH2:32][NH:33][C:34]1[CH:39]=[CH:38][CH:37]=[CH:36][N:35]=1.[H][H].C(Br)C1C=CC=CC=1>CS(C)=O.O>[NH2:30][CH2:31][CH2:32][N:33]([C:34]1[CH:39]=[CH:38][CH:37]=[CH:36][N:35]=1)[CH2:18][C:19]1[CH:20]=[CH:23][CH:24]=[CH:25][CH:26]=1 |f:1.2|. Reported procedure: 2-Bromopyridine (15.8 g), ethylene diamine (30 g) and pyridine (10 ml) were heated together under reflux for 3 hr. The mixture was stripped to remove the excess of ethylene diamine and the residue taken up in water. The pH was adjusted to 14 and extracted with chloroform. The extracts were dried (K2CO3), stripped and the residue distilled at reduced pressure to give 2-(2-aminoethylamino) pyridine, 8.24 g (60%) bp 80° C., 0.01 mm Hg. (ii) A mixture of sodium hydride (0.53 g) and 2-(aminoethylamin... The reactants are CCCCCCCCCCCCCCCCCCOCCC1(COCc2ccccc2)CCC(O)O1, ClCCl, O=[Cr](=O)([O-])Cl, c1cc[nH+]cc1. The product is CCCCCCCCCCCCCCCCCCOCCC1(COCc2ccccc2)CCC(=O)O1. RXN SMILES: [CH2:12]([c:13]1[cH:14][cH:15][cH:16][cH:17][cH:18]1)[O:19][CH2:20][C:21]1([CH2:27][CH2:28][O:29][CH2:30][CH2:31][CH2:32][CH2:33][CH2:34][CH2:35][CH2:36][CH2:37][CH2:38][CH2:39][CH2:40][CH2:41][CH2:42][CH2:43][CH2:44][CH2:45][CH2:46][CH3:47])[CH2:22][CH2:23][CH:24]([OH:26])[O:25]1.[CH2:48]([Cl:49])[Cl:50].[O:1]=[Cr:2]([Cl:3])([O-:4])=[O:5].[nH+:6]1[cH:7][cH:8][cH:9][cH:10][cH:11]1>>[CH2:12]([c:13]1[cH:14][cH:15][cH:16][cH:17][cH:18]1)[O:19][CH2:20][C:21]1([CH2:27][CH2:28][O:29][CH2:30][CH2:31][CH2:32][CH2:33][CH2:34][CH2:35][CH2:36][CH2:37][CH2:38][CH2:39][CH2:40][CH2:41][CH2:42][CH2:43][CH2:44][CH2:45][CH2:46][CH3:47])[CH2:22][CH2:23][C:24](=[O:26])[O:25]1. Starting materials: CC1CC(=O)c2c(C(=O)O)coc2C1, Nc1ccncc1. Product: CC1CC(=O)c2c(C(=O)Nc3ccncc3)coc2C1. RXN SMILES: [CH3:1][CH:2]1[CH2:3][c:4]2[c:5]([c:6]([C:9](=[O:10])[OH:11])[cH:7][o:8]2)[C:12](=[O:14])[CH2:13]1.[NH2:15][c:16]1[cH:17][cH:18][n:19][cH:20][cH:21]1>>[CH3:1][CH:2]1[CH2:3][c:4]2[c:5]([c:6]([C:9](=[O:11])[NH:15][c:16]3[cH:17][cH:18][n:19][cH:20][cH:21]3)[cH:7][o:8]2)[C:12](=[O:14])[CH2:13]1.